The task is: describe an organic reaction: reactants, conditions, products, and yield. This data is from the Open Reaction Database (ORD), a public repository of structured organic reaction records. The reactants are C(C)(C)(C)OC(=O)NC1=C(C=CC=C1)NC(C1=CC=C(C=C1)C1=NC=CC=C1C#N)=O (N-(2-t-Butoxycarbonylaminophenyl)-4-(3-cyanopyridin-2-yl)benzamide), solution, Cl (hydrogen chloride). Run in O1CCOCC1 (1,4-dioxane), O1CCOCC1 (1,4-dioxane). Yields the product NC1=C(C=CC=C1)NC(C1=CC=C(C=C1)C1=NC=CC=C1C#N)=O (N-(2-aminophenyl)-4-(3-cyanopyridin-2-yl)benzamide). The yield is 81.6%. RXN SMILES: C(OC([NH:8][C:9]1[CH:14]=[CH:13][CH:12]=[CH:11][C:10]=1[NH:15][C:16](=[O:31])[C:17]1[CH:22]=[CH:21][C:20]([C:23]2[C:28]([C:29]#[N:30])=[CH:27][CH:26]=[CH:25][N:24]=2)=[CH:19][CH:18]=1)=O)(C)(C)C.Cl>O1CCOCC1>[NH2:8][C:9]1[CH:14]=[CH:13][CH:12]=[CH:11][C:10]=1[NH:15][C:16](=[O:31])[C:17]1[CH:22]=[CH:21][C:20]([C:23]2[C:28]([C:29]#[N:30])=[CH:27][CH:26]=[CH:25][N:24]=2)=[CH:19][CH:18]=1. Procedure details: N-(2-t-Butoxycarbonylaminophenyl)-4-(3-cyanopyridin-2-yl)benzamide (210 mg; prepared as described in Method 1 below), 1,4-dioxane (6.8 ml) and a 4M solution of hydrogen chloride in 1,4-dioxane (6.8 ml) were stirred at ambient temperature for 20 hours. The resultant precipitate was collected by filtration and washed with diethyl ether (3×), suspended in water, basified with a 2M aqueous solution of sodium hydroxide and extracted with dichloromethane. The organic extract was dried over sodium sulf... The reactants are O=C([O-])[O-], COC(=O)OC, CCOC(C)=O, CCN(CC)S(=O)(=O)Oc1cncc(-c2cc3ccc(Cl)cc3[nH]2)c1, [K+], [K+], CN(C)C=O. Yields the product CCN(CC)S(=O)(=O)Oc1cncc(-c2cc3ccc(Cl)cc3n2C)c1. Reaction SMILES: [C:37](=[O:38])([O-:39])[O-:40].[CH3:31][O:32][C:33]([O:34][CH3:35])=[O:36].[CH3:43][CH2:44][O:45][C:46](=[O:47])[CH3:48].[Cl:1][c:2]1[cH:3][cH:4][c:5]2[cH:6][c:7](-[c:11]3[cH:12][c:13]([O:17][S:18]([N:19]([CH2:20][CH3:21])[CH2:22][CH3:23])(=[O:24])=[O:25])[cH:14][n:15][cH:16]3)[nH:8][c:9]2[cH:10]1.[K+:41].[K+:42].[O:26]=[CH:27][N:28]([CH3:29])[CH3:30]>>[Cl:1][c:2]1[cH:3][cH:4][c:5]2[cH:6][c:7](-[c:11]3[cH:12][c:13]([O:17][S:18]([N:19]([CH2:20][CH3:21])[CH2:22][CH3:23])(=[O:24])=[O:25])[cH:14][n:15][cH:16]3)[n:8]([CH3:27])[c:9]2[cH:10]1.